This data is from the Open Reaction Database (ORD), a public repository of structured organic reaction records. The task is: describe an organic reaction: reactants, conditions, products, and yield Starting materials: ClC1=C(C=NC=C1)C(F)(F)F (4-chloro-3-trifluoromethylpyridine), N1(CCNCC1)C(=O)OC(C)(C)C (tert-butyl 1-piperazinecarboxylate). Yields the product C(C)(C)(C)OC(=O)N1CCN(CC1)C1=C(C=NC=C1)C(F)(F)F (4-(3-Trifluoromethylpyridin-4-yl)piperazine-1-carboxylic acid tert-butyl ester). Reaction SMILES: Cl[C:2]1[CH:7]=[CH:6][N:5]=[CH:4][C:3]=1[C:8]([F:11])([F:10])[F:9].[N:12]1([C:18]([O:20][C:21]([CH3:24])([CH3:23])[CH3:22])=[O:19])[CH2:17][CH2:16][NH:15][CH2:14][CH2:13]1>>[C:21]([O:20][C:18]([N:12]1[CH2:17][CH2:16][N:15]([C:2]2[CH:7]=[CH:6][N:5]=[CH:4][C:3]=2[C:8]([F:11])([F:10])[F:9])[CH2:14][CH2:13]1)=[O:19])([CH3:24])([CH3:22])[CH3:23]. Procedure: The reaction of 4-chloro-3-trifluoromethylpyridine (2.05 g, 9.4 mmol, Matrix Scientific) and tert-butyl 1-piperazinecarboxylate (2.1 g, 11.3 mmol, Aldrich) under the conditions of Example 3a afforded the crude product, which was purified by silica gel column chromatography (60% EtOAc/hexane) to give the title compound as a white solid. MS (ESI, pos. ion) m/z: 332 (M+1).